This data is from the Open Reaction Database (ORD), a public repository of structured organic reaction records. The task is: describe an organic reaction: reactants, conditions, products, and yield Reactants: COC1=C(C=NC=C1)[N+](=O)[O-] (4-methoxy-3-nitropyridine), C1(CC1)N (cyclopropylamine). The solvent is CCO (EtOH). Product: C1(CC1)NC1=C(C=NC=C1)[N+](=O)[O-] (cyclopropyl-(3-nitro-pyridin-4-yl)-amine). As a reaction SMILES: CO[C:3]1[CH:8]=[CH:7][N:6]=[CH:5][C:4]=1[N+:9]([O-:11])=[O:10].[CH:12]1([NH2:15])[CH2:14][CH2:13]1>CCO>[CH:12]1([NH:15][C:3]2[CH:8]=[CH:7][N:6]=[CH:5][C:4]=2[N+:9]([O-:11])=[O:10])[CH2:14][CH2:13]1. Procedure details: A solution of 4-methoxy-3-nitropyridine (7.71 g, 50 mmol) and cyclopropylamine (7.14 g, 125 mmol) in EtOH (20 mL) was heated at 80° C. in a sealed tube for 2 h. The solvent was evaporated to give cyclopropyl-(3-nitro-pyridin-4-yl)-amine as a yellow solid.